Dataset: the Open Reaction Database (ORD), a public repository of structured organic reaction records. Task: describe an organic reaction: reactants, conditions, products, and yield Starting materials: [Br-], CCOC(=O)c1c(S(=O)(=O)Cl)nn2c(C)cc(C)nc12, CC(C)=O, COc1cccc(C(F)(F)F)c1N, [K+], c1ccncc1. Product: CCOC(=O)c1c(S(=O)(=O)Nc2c(OC)cccc2C(F)(F)F)nn2c(C)cc(C)nc12. As a reaction SMILES: [Br-:34].[C:14](=[O:15])([O:16][CH2:17][CH3:18])[c:19]1[c:20]([S:30](=[O:31])(=[O:32])[Cl:33])[n:21][n:22]2[c:23]1[n:24][c:25]([CH3:29])[cH:26][c:27]2[CH3:28].[CH3:42][C:43](=[O:44])[CH3:45].[F:1][C:2]([c:3]1[c:4]([NH2:5])[c:6]([O:10][CH3:11])[cH:7][cH:8][cH:9]1)([F:12])[F:13].[K+:35].[cH:36]1[cH:37][cH:38][n:39][cH:40][cH:41]1>>[F:1][C:2]([c:3]1[c:4]([NH:5][S:30]([c:20]2[c:19]([C:14](=[O:15])[O:16][CH2:17][CH3:18])[c:23]3[n:22]([n:21]2)[c:27]([CH3:28])[cH:26][c:25]([CH3:29])[n:24]3)(=[O:31])=[O:32])[c:6]([O:10][CH3:11])[cH:7][cH:8][cH:9]1)([F:12])[F:13]. Starting materials: O=C([O-])O, N#Cc1cc(C(F)(F)F)ccn1, CCO, Cl, NO, [Na+]. Yields the product NC(=O)c1cc(C(F)(F)F)ccn1. Reaction SMILES: [C:1]([O-:2])(=[O:3])[OH:4].[C:9](#[N:10])[c:11]1[n:12][cH:13][cH:14][c:15]([C:17]([F:18])([F:19])[F:20])[cH:16]1.[CH3:21][CH2:22][OH:23].[ClH:6].[NH2:7][OH:8].[Na+:5]>>[O:2]=[C:9]([NH2:10])[c:11]1[n:12][cH:13][cH:14][c:15]([C:17]([F:18])([F:19])[F:20])[cH:16]1. Starting materials: CC=1[Se]C2=C(N1)C=CC=C2 (2-methylbenzoselenazole), ClC1=CC=C(C=C1)S(=O)(=O)OCCCCCCCCCCCCCCCCCC (octadecyl parachlorobenzenesulfonate). Run at temperature 130 celsius. The product is ClC1=CC=C(C=C1)S(=O)(=O)[O-].CC=1[Se]C2=C([N+]1CCCCCCCCCCCCCCCCCC)C=CC=C2 (2-methyl-3-octadecylbenzoselenazolium parachlorobenzenesulfonate). Yield: 50.6%. As a reaction SMILES: [CH3:1][C:2]1[Se:3][C:4]2[CH:10]=[CH:9][CH:8]=[CH:7][C:5]=2[N:6]=1.[Cl:11][C:12]1[CH:17]=[CH:16][C:15]([S:18]([O:21][CH2:22][CH2:23][CH2:24][CH2:25][CH2:26][CH2:27][CH2:28][CH2:29][CH2:30][CH2:31][CH2:32][CH2:33][CH2:34][CH2:35][CH2:36][CH2:37][CH2:38][CH3:39])(=[O:20])=[O:19])=[CH:14][CH:13]=1>>[Cl:11][C:12]1[CH:13]=[CH:14][C:15]([S:18]([O-:21])(=[O:19])=[O:20])=[CH:16][CH:17]=1.[CH3:1][C:2]1[Se:3][C:4]2[CH:10]=[CH:9][CH:8]=[CH:7][C:5]=2[N+:6]=1[CH2:39][CH2:38][CH2:37][CH2:36][CH2:35][CH2:34][CH2:33][CH2:32][CH2:31][CH2:30][CH2:29][CH2:28][CH2:27][CH2:26][CH2:25][CH2:24][CH2:23][CH3:22] |f:2.3|. Reported procedure: Into a sealed tube in which air was replaced by nitrogen were placed 1.50 g (7.4 mmoles) of 2-methylbenzoselenazole and 3.34 g (7.5 mmoles) of octadecyl parachlorobenzenesulfonate. The resulting mixture was heated at 130° C. for 5 hours. The reddish purple solid obtained was washed with ether and recrystallized from n-propanol, giving 2.40 g (yield: 50.5%) of 2-methyl-3-octadecylbenzoselenazolium parachlorobenzenesulfonate as a reddish purple powder. The solvent is ClCCl (dichloromethane). Yields the product CC1C(CCC2=CC=CC(=C12)Br)=NCCC (1-methyl-2-n-propylimino-8-bromo-1,2,3,4-tetrahydronaphthalene). RXN SMILES: [Br:1][C:2]1[CH:3]=[CH:4][CH:5]=[C:6]2[C:11]=1[CH:10]([CH3:12])[C:9](=O)[CH2:8][CH2:7]2.S([O-])([O-])(=O)=O.[Mg+2].[CH2:20]([NH2:23])[CH2:21][CH3:22]>ClCCl>[CH3:12][CH:10]1[C:11]2[C:6](=[CH:5][CH:4]=[CH:3][C:2]=2[Br:1])[CH2:7][CH2:8][C:9]1=[N:23][CH2:20][CH2:21][CH3:22] |f:1.2|. Procedure details: To a solution of 8-bromo-1-methyl-2-tetralone (4.05 gm, 16.9 mMol) in dichloromethane (60 mL) were added magnesium sulfate (3.0 gm, 25 mMol) and n-propylamine (2.0 mL, 24.4 mMol). The mixture was stirred at room temperature for twenty hours. The reaction mixture was filtered through a bed of celite and the filtrate concentrated in vacuo to give 1-methyl-2-n-propylimino-8-bromo-1,2,3,4-tetrahydronaphthalene as a dark residue. Reactants: BrC=1C=CC=C2CCC(C(C12)C)=O (8-bromo-1-methyl-2-tetralone), S(=O)(=O)([O-])[O-].[Mg+2] (magnesium sulfate), C(CC)N (n-propylamine). The reactants are CO, CSc1cc(OS(=O)(=O)C(F)(F)F)nc2sc(C(N)=O)c(N)c12, O. The product is CS(=O)c1cc(OS(=O)(=O)C(F)(F)F)nc2sc(C(N)=O)c(N)c12. As a reaction SMILES: [CH3:24][OH:25].[NH2:1][c:2]1[c:3]([C:21]([NH2:22])=[O:23])[s:4][c:5]2[n:6][c:7]([O:13][S:14](=[O:15])(=[O:16])[C:17]([F:18])([F:19])[F:20])[cH:8][c:9]([S:11][CH3:12])[c:10]12.[OH2:26]>>[NH2:1][c:2]1[c:3]([C:21]([NH2:22])=[O:23])[s:4][c:5]2[n:6][c:7]([O:13][S:14](=[O:15])(=[O:16])[C:17]([F:18])([F:19])[F:20])[cH:8][c:9]([S:11]([CH3:12])=[O:25])[c:10]12.